From a dataset of the Open Reaction Database (ORD), a public repository of structured organic reaction records. describe an organic reaction: reactants, conditions, products, and yield The reactants are FC1=C(C=C(C=O)C=C1)OC (4-fluoro-3-methoxybenzaldehyde), N1N=CC=C1 (pyrazole), C(=O)([O-])[O-].[K+].[K+] (K2CO3). The solvent is CN(C)C=O (DMF), C(C)(=O)OCC (ethyl acetate). Run at temperature 120 celsius. The product is COC=1C=C(C=O)C=CC1N1N=CC=C1 (3-Methoxy-4-(1H-pyrazol-1-yl)benzaldehyde). Yield: 57.9%. Reaction SMILES: F[C:2]1[CH:9]=[CH:8][C:5]([CH:6]=[O:7])=[CH:4][C:3]=1[O:10][CH3:11].[NH:12]1[CH:16]=[CH:15][CH:14]=[N:13]1.C([O-])([O-])=O.[K+].[K+]>CN(C=O)C.C(OCC)(=O)C>[CH3:11][O:10][C:3]1[CH:4]=[C:5]([CH:8]=[CH:9][C:2]=1[N:12]1[CH:16]=[CH:15][CH:14]=[N:13]1)[CH:6]=[O:7] |f:2.3.4|. Reported procedure: A mixture of 4-fluoro-3-methoxybenzaldehyde (2.00 g, 12.98 mmol), pyrazole (1.32 g, 19.39 mmol), and powdered K2CO3 (2.68 g, 19.39 mmol) in DMF (20 mL) was heated to 120° C. for 20 h. The cooled reaction mixture was diluted with ethyl acetate (200 mL), washed with water (3×200 mL), dried (Na2SO4), and concentrated. Purification by chromatography (SiO2, 4:1 hexane/ethyl acetate) yielded 1.52 g (58%) of the title compound as a yellow oil. MS 203 (M+H)+. Starting materials: O=C([O-])O, CC(C)(C)OC(=O)NC(C)(C)C(=O)NC(COCc1ccccc1)C(=O)O, CC#N, CCOC(C)=O, ClCCl, CN1CC(c2ccc(F)cc2)C2(CCCNC2)C1=O, [Na+]. The product is CN1CC(c2ccc(F)cc2)C2(CCCN(C(=O)C(COCc3ccccc3)NC(=O)C(C)(C)NC(=O)OC(C)(C)C)C2)C1=O. As a reaction SMILES: [C:56](=[O:57])([OH:58])[O-:59].[CH2:1]([c:2]1[cH:3][cH:4][cH:5][cH:6][cH:7]1)[O:8][CH2:9][CH:10]([C:11](=[O:12])[OH:13])[NH:14][C:15]([C:16]([CH3:17])([CH3:18])[NH:19][C:20](=[O:21])[O:22][C:23]([CH3:24])([CH3:25])[CH3:26])=[O:27].[CH3:47][C:48]#[N:49].[CH3:50][CH2:51][O:52][C:53]([CH3:54])=[O:55].[Cl:61][CH2:62][Cl:63].[F:28][c:29]1[cH:30][cH:31][c:32]([CH:35]2[CH2:36][N:37]([CH3:46])[C:38](=[O:45])[C:39]23[CH2:40][NH:41][CH2:42][CH2:43][CH2:44]3)[cH:33][cH:34]1.[Na+:60]>>[CH2:1]([c:2]1[cH:3][cH:4][cH:5][cH:6][cH:7]1)[O:8][CH2:9][CH:10]([C:11](=[O:12])[N:41]1[CH2:40][C:39]2([CH:35]([c:32]3[cH:31][cH:30][c:29]([F:28])[cH:34][cH:33]3)[CH2:36][N:37]([CH3:46])[C:38]2=[O:45])[CH2:44][CH2:43][CH2:42]1)[NH:14][C:15]([C:16]([CH3:17])([CH3:18])[NH:19][C:20](=[O:21])[O:22][C:23]([CH3:24])([CH3:25])[CH3:26])=[O:27]. Starting materials: CCO, CN1CCN(C)C(c2ccc([N+](=O)[O-])cc2)C1=O. Product: CN1CCN(C)C(c2ccc(N)cc2)C1=O. Reaction SMILES: [CH3:19][CH2:20][OH:21].[CH3:1][N:2]1[C:3](=[O:18])[CH:4]([c:9]2[cH:10][cH:11][c:12]([N+:15]([O-:16])=[O:17])[cH:13][cH:14]2)[N:5]([CH3:8])[CH2:6][CH2:7]1>>[CH3:1][N:2]1[C:3](=[O:18])[CH:4]([c:9]2[cH:10][cH:11][c:12]([NH2:15])[cH:13][cH:14]2)[N:5]([CH3:8])[CH2:6][CH2:7]1. The reactants are C(C)(=O)OCCCCCCCCCCCCOC1=CC=C(C=C1)C=1C2=CC=C(N2)C(=C2C=CC(C(=C3C=CC(=C(C=4C=CC1N4)C4=CC(=C(C(=C4)OCCCCCCCCCC)OCCCCCCCCCC)OCCCCCCCCCC)N3)C3=CC(=C(C(=C3)OCCCCCCCCCC)OCCCCCCCCCC)OCCCCCCCCCC)=N2)C2=CC(=C(C(=C2)OCCCCCCCCCC)OCCCCCCCCCC)OCCCCCCCCCC (5-[4-(12-Acetyloxy-dodecyloxy)-phenyl]-10,15,20-tris-(3,4,5-tridecyloxy-phenyl)-porphyrin), [OH-].[Na+] (NaOH). Run in C1CCOC1 (THF). Yields the product OCCCCCCCCCCCCOC1=CC=C(C=C1)C=1C2=CC=C(N2)C(=C2C=CC(C(=C3C=CC(=C(C=4C=CC1N4)C4=CC(=C(C(=C4)OCCCCCCCCCC)OCCCCCCCCCC)OCCCCCCCCCC)N3)C3=CC(=C(C(=C3)OCCCCCCCCCC)OCCCCCCCCCC)OCCCCCCCCCC)=N2)C2=CC(=C(C(=C2)OCCCCCCCCCC)OCCCCCCCCCC)OCCCCCCCCCC (5-[4-(12-Hydroxy-dodecyloxy)-phenyl]-10,15,20-tris-(3,4,5-tridecyloxy-phenyl)-porphyrin), resultant residue. Reaction SMILES: C([O:4][CH2:5][CH2:6][CH2:7][CH2:8][CH2:9][CH2:10][CH2:11][CH2:12][CH2:13][CH2:14][CH2:15][CH2:16][O:17][C:18]1[CH:23]=[CH:22][C:21]([C:24]2[C:25]3[NH:29][C:28]([C:30]([C:126]4[CH:131]=[C:130]([O:132][CH2:133][CH2:134][CH2:135][CH2:136][CH2:137][CH2:138][CH2:139][CH2:140][CH2:141][CH3:142])[C:129]([O:143][CH2:144][CH2:145][CH2:146][CH2:147][CH2:148][CH2:149][CH2:150][CH2:151][CH2:152][CH3:153])=[C:128]([O:154][CH2:155][CH2:156][CH2:157][CH2:158][CH2:159][CH2:160][CH2:161][CH2:162][CH2:163][CH3:164])[CH:127]=4)=[C:31]4[N:125]=[C:34]([C:35]([C:86]5[CH:91]=[C:90]([O:92][CH2:93][CH2:94][CH2:95][CH2:96][CH2:97][CH2:98][CH2:99][CH2:100][CH2:101][CH3:102])[C:89]([O:103][CH2:104][CH2:105][CH2:106][CH2:107][CH2:108][CH2:109][CH2:110][CH2:111][CH2:112][CH3:113])=[C:88]([O:114][CH2:115][CH2:116][CH2:117][CH2:118][CH2:119][CH2:120][CH2:121][CH2:122][CH2:123][CH3:124])[CH:87]=5)=[C:36]5[NH:85][C:39](=[C:40]([C:46]6[CH:51]=[C:50]([O:52][CH2:53][CH2:54][CH2:55][CH2:56][CH2:57][CH2:58][CH2:59][CH2:60][CH2:61][CH3:62])[C:49]([O:63][CH2:64][CH2:65][CH2:66][CH2:67][CH2:68][CH2:69][CH2:70][CH2:71][CH2:72][CH3:73])=[C:48]([O:74][CH2:75][CH2:76][CH2:77][CH2:78][CH2:79][CH2:80][CH2:81][CH2:82][CH2:83][CH3:84])[CH:47]=6)[C:41]6[CH:42]=[CH:43][C:44]=2[N:45]=6)[CH:38]=[CH:37]5)[CH:33]=[CH:32]4)=[CH:27][CH:26]=3)=[CH:20][CH:19]=1)(=O)C.[OH-].[Na+]>C1COCC1>[OH:4][CH2:5][CH2:6][CH2:7][CH2:8][CH2:9][CH2:10][CH2:11][CH2:12][CH2:13][CH2:14][CH2:15][CH2:16][O:17][C:18]1[CH:19]=[CH:20][C:21]([C:24]2[C:25]3[NH:29][C:28]([C:30]([C:126]4[CH:131]=[C:130]([O:132][CH2:133][CH2:134][CH2:135][CH2:136][CH2:137][CH2:138][CH2:139][CH2:140][CH2:141][CH3:142])[C:129]([O:143][CH2:144][CH2:145][CH2:146][CH2:147][CH2:148][CH2:149][CH2:150][CH2:151][CH2:152][CH3:153])=[C:128]([O:154][CH2:155][CH2:156][CH2:157][CH2:158][CH2:159][CH2:160][CH2:161][CH2:162][CH2:163][CH3:164])[CH:127]=4)=[C:31]4[N:125]=[C:34]([C:35]([C:86]5[CH:91]=[C:90]([O:92][CH2:93][CH2:94][CH2:95][CH2:96][CH2:97][CH2:98][CH2:99][CH2:100][CH2:101][CH3:102])[C:89]([O:103][CH2:104][CH2:105][CH2:106][CH2:107][CH2:108][CH2:109][CH2:110][CH2:111][CH2:112][CH3:113])=[C:88]([O:114][CH2:115][CH2:116][CH2:117][CH2:118][CH2:119][CH2:120][CH2:121][CH2:122][CH2:123][CH3:124])[CH:87]=5)=[C:36]5[NH:85][C:39](=[C:40]([C:46]6[CH:51]=[C:50]([O:52][CH2:53][CH2:54][CH2:55][CH2:56][CH2:57][CH2:58][CH2:59][CH2:60][CH2:61][CH3:62])[C:49]([O:63][CH2:64][CH2:65][CH2:66][CH2:67][CH2:68][CH2:69][CH2:70][CH2:71][CH2:72][CH3:73])=[C:48]([O:74][CH2:75][CH2:76][CH2:77][CH2:78][CH2:79][CH2:80][CH2:81][CH2:82][CH2:83][CH3:84])[CH:47]=6)[C:41]6[CH:42]=[CH:43][C:44]=2[N:45]=6)[CH:38]=[CH:37]5)[CH:33]=[CH:32]4)=[CH:27][CH:26]=3)=[CH:22][CH:23]=1 |f:1.2|. Procedure details: 5-[4-(12-Acetyloxy-dodecyloxy)-phenyl]-10,15,20-tris-(3,4,5-tridecyloxy-phenyl)-porphyrin (see Example 15) was heated to reflux in THF (10 ml) and ethanolic NaOH (excess) was added. When the reaction was complete as judged by thin layer chromatography, the solvent was evaporated under reduced pressure and the title compound was obtained by purification of the resultant residue by chromatography using a column of silica gel which was eluted with petroleum ether (b.p. 40-60° C.):THF (4:1 by volume... Starting materials: ice, [H-].[Al+3].[Li+].[H-].[H-].[H-] (lithium aluminium hydride), S(=O)(=O)([O-])[O-].[Na+].[Na+] (sodium sulphate), base, Cl.BrC1=CC=C(C=C1)C(CC(=O)OCC)(C=1C=NC=CC1)O (ethyl 3-(4-bromophenyl)-3-hydroxy-3-(3-pyridyl)propanoate hydrochloride). The solvent is C(C)OCC (ethyl ether), C(C)OCC (ethyl ether). Product: BrC1=CC=C(C=C1)C(CCO)(O)C=1C=NC=CC1 (1-(4-bromophenyl)-1-(3-pyridyl)-1,3-propanediol). Yield: 39.0%. RXN SMILES: Cl.[Br:2][C:3]1[CH:8]=[CH:7][C:6]([C:9]([OH:22])([C:16]2[CH:17]=[N:18][CH:19]=[CH:20][CH:21]=2)[CH2:10][C:11](OCC)=[O:12])=[CH:5][CH:4]=1.[H-].[Al+3].[Li+].[H-].[H-].[H-].S([O-])([O-])(=O)=O.[Na+].[Na+]>C(OCC)C>[Br:2][C:3]1[CH:4]=[CH:5][C:6]([C:9]([C:16]2[CH:17]=[N:18][CH:19]=[CH:20][CH:21]=2)([OH:22])[CH2:10][CH2:11][OH:12])=[CH:7][CH:8]=1 |f:0.1,2.3.4.5.6.7,8.9.10|. Reported procedure: The base (9.5 g, 0.027 moles) from ethyl 3-(4-bromophenyl)-3-hydroxy-3-(3-pyridyl)propanoate hydrochloride (step 1) was prepared and dissolved in ethyl ether (50 ml). This solution was added dropwise to an ice-cold mixture of lithium aluminium hydride (1.0 g, 0.027 moles) and ethyl ether (150 ml). The reaction mixture was refluxed for 5 hours, cooled and a saturated sodium sulphate solution was added until a white precipitate was formed. This was filtered off and the filtrate evaporated. The res... Reactants: COc1ncc(C(F)(F)F)cc1C#N, ClC(Cl)Cl, C[Si](C)(C)I. Product: N#Cc1cc(C(F)(F)F)cnc1O. As a reaction SMILES: [C:6](#[N:7])[c:8]1[c:9]([O:18][CH3:19])[n:10][cH:11][c:12]([C:14]([F:15])([F:16])[F:17])[cH:13]1.[CH:20]([Cl:21])([Cl:22])[Cl:23].[I:1][Si:2]([CH3:3])([CH3:4])[CH3:5]>>[C:6](#[N:7])[c:8]1[c:9]([OH:18])[n:10][cH:11][c:12]([C:14]([F:15])([F:16])[F:17])[cH:13]1. The reactants are CNC1CCCCC1NC, CCOC(C)=O, CCC1C(=O)N(C)c2cnc(Cl)nc2N1C(C)C, [K+], [K+], O=C([O-])[O-], CN(C)C=O, c1ccc(-c2ncc[nH]2)cc1. The product is CCC1C(=O)N(C)c2cnc(-n3ccnc3-c3ccccc3)nc2N1C(C)C. As a reaction SMILES: [CH3:30][NH:31][CH:32]1[CH2:33][CH2:34][CH2:35][CH2:36][CH:37]1[NH:38][CH3:39].[CH3:51][CH2:52][O:53][C:54]([CH3:55])=[O:56].[Cl:1][c:2]1[n:3][c:4]2[c:9]([cH:10][n:11]1)[N:8]([CH3:12])[C:7](=[O:13])[CH:6]([CH2:14][CH3:15])[N:5]2[CH:16]([CH3:17])[CH3:18].[K+:40].[K+:41].[O-:42][C:43]([O-:44])=[O:45].[O:46]=[CH:47][N:48]([CH3:49])[CH3:50].[c:19]1(-[c:25]2[nH:26][cH:27][cH:28][n:29]2)[cH:20][cH:21][cH:22][cH:23][cH:24]1>>[c:2]1(-[n:26]2[c:25](-[c:19]3[cH:20][cH:21][cH:22][cH:23][cH:24]3)[n:29][cH:28][cH:27]2)[n:3][c:4]2[c:9]([cH:10][n:11]1)[N:8]([CH3:12])[C:7](=[O:13])[CH:6]([CH2:14][CH3:15])[N:5]2[CH:16]([CH3:17])[CH3:18].